Task: describe an organic reaction: reactants, conditions, products, and yield. Dataset: the Open Reaction Database (ORD), a public repository of structured organic reaction records Starting materials: CC(CCCC=1C=NC=CC1)(C)NC(CC1=C(C=CC=C1)[N+](=O)[O-])=O (N-[1,1-dimethyl-4-(3-pyridyl) butyl]-2-nitrobenzeneacetamide), [H][H] (hydrogen). Reagents/catalysts: [Pd] (Pd/C). Run in C(C)(=O)O (acetic acid). The product is CC(CCCC=1C=NC=CC1)(N)C (alpha,alpha-dimethyl-3-pyridinebutanamine). Yield: 77.8%. Reaction SMILES: [CH3:1][C:2]([NH:13]C(=O)CC1C=CC=CC=1[N+]([O-])=O)([CH3:12])[CH2:3][CH2:4][CH2:5][C:6]1[CH:7]=[N:8][CH:9]=[CH:10][CH:11]=1.[H][H]>C(O)(=O)C.[Pd]>[CH3:1][C:2]([CH3:12])([NH2:13])[CH2:3][CH2:4][CH2:5][C:6]1[CH:7]=[N:8][CH:9]=[CH:10][CH:11]=1. Reported procedure: A solution of 35.2 g of N-[1,1-dimethyl-4-(3-pyridyl) butyl]-2-nitrobenzeneacetamide in 250 mL of acetic acid was hydrogenated over 3.5 g of 10% Pd/C at atmospheric pressure and ambient temperature. The reaction was exothermic and stopped abruptly after the uptake of the theoretical amount of hydrogen (7.5 L). The catalyst was removed by filtration and the filtrate was heated at reflux for 90 minutes. After the solution was cooled, 10 mL of conc. HCl was added and the solvent was removed under r...